Dataset: the Open Reaction Database (ORD), a public repository of structured organic reaction records. Task: describe an organic reaction: reactants, conditions, products, and yield The reactants are Cn1c(C(C)(C)C)cc(=NC(=O)c2cc(C(F)(F)F)ccc2F)n1CC1CCCO1, C1CCOC1, CC(C)(C)[O-], [K+], OCC1CCCO1. The product is Cn1c(C(C)(C)C)cc(=NC(=O)c2cc(C(F)(F)F)ccc2OCC2CCCO2)n1CC1CCCO1. RXN SMILES: [C:1]([CH3:2])([CH3:3])([CH3:4])[c:5]1[cH:6][c:7](=[N:17][C:18]([c:19]2[c:20]([F:29])[cH:21][cH:22][c:23]([C:25]([F:26])([F:27])[F:28])[cH:24]2)=[O:30])[n:8]([CH2:11][CH:12]2[O:13][CH2:14][CH2:15][CH2:16]2)[n:9]1[CH3:10].[CH2:44]1[O:45][CH2:46][CH2:47][CH2:48]1.[CH3:31][C:32]([CH3:33])([O-:34])[CH3:35].[K+:36].[O:37]1[CH:38]([CH2:42][OH:43])[CH2:39][CH2:40][CH2:41]1>>[C:1]([CH3:2])([CH3:3])([CH3:4])[c:5]1[cH:6][c:7](=[N:17][C:18]([c:19]2[c:20]([O:43][CH2:42][CH:38]3[O:37][CH2:41][CH2:40][CH2:39]3)[cH:21][cH:22][c:23]([C:25]([F:26])([F:27])[F:28])[cH:24]2)=[O:30])[n:8]([CH2:11][CH:12]2[O:13][CH2:14][CH2:15][CH2:16]2)[n:9]1[CH3:10]. Reactants: CO, O=C(Nc1c(Cl)cncc1Cl)c1ccc(OC(F)F)c2oc3ccc([N+](=O)[O-])cc3c12. The product is Nc1ccc2oc3c(OC(F)F)ccc(C(=O)Nc4c(Cl)cncc4Cl)c3c2c1. As a reaction SMILES: [CH3:32][OH:33].[Cl:1][c:2]1[cH:3][n:4][cH:5][c:6]([Cl:31])[c:7]1[NH:8][C:9](=[O:10])[c:11]1[cH:12][cH:13][c:14]([O:27][CH:28]([F:29])[F:30])[c:15]2[o:16][c:17]3[c:18]([c:19]12)[cH:20][c:21]([N+:24]([O-:25])=[O:26])[cH:22][cH:23]3>>[Cl:1][c:2]1[cH:3][n:4][cH:5][c:6]([Cl:31])[c:7]1[NH:8][C:9](=[O:10])[c:11]1[cH:12][cH:13][c:14]([O:27][CH:28]([F:29])[F:30])[c:15]2[o:16][c:17]3[c:18]([c:19]12)[cH:20][c:21]([NH2:24])[cH:22][cH:23]3. The reactants are Nc1cccc(Cl)c1, Cl, O=N[O-], [Na+], [Na+], [OH-], O. Product: NNc1cccc(Cl)c1. Reaction SMILES: [Cl:1][c:2]1[cH:3][c:4]([NH2:5])[cH:6][cH:7][cH:8]1.[ClH:16].[N:9]([O-:10])=[O:11].[Na+:12].[Na+:15].[OH-:14].[OH2:13]>>[Cl:1][c:2]1[cH:3][c:4]([NH:5][NH2:9])[cH:6][cH:7][cH:8]1. Starting materials: CCN(CC)C(=O)c1ccccc1Cn1cncc1I, C1CCOC1, CC(C)[N-]C(C)C, CC(C)=O, CCOC(C)=O, CC(=O)O, [Li]CCCC, CC(C)NC(C)C, [Li+], O. Yields the product CCN(CC)C(=O)c1ccccc1C(n1cncc1I)C(C)(C)O. As a reaction SMILES: [CH2:21]([CH3:22])[N:23]([C:24]([c:25]1[c:26]([CH2:31][n:32]2[cH:33][n:34][cH:35][c:36]2[I:37])[cH:27][cH:28][cH:29][cH:30]1)=[O:38])[CH2:39][CH3:40].[CH2:45]1[O:46][CH2:47][CH2:48][CH2:49]1.[CH3:14][CH:15]([N-:16][CH:17]([CH3:18])[CH3:19])[CH3:20].[CH3:41][C:42]([CH3:43])=[O:44].[CH3:51][CH2:52][O:53][C:54](=[O:55])[CH3:56].[CH3:57][C:58](=[O:59])[OH:60].[CH3:8][CH2:9][CH2:10][CH2:11][Li:12].[CH:1]([NH:2][CH:3]([CH3:4])[CH3:5])([CH3:6])[CH3:7].[Li+:13].[OH2:50]>>[CH2:21]([CH3:22])[N:23]([C:24]([c:25]1[c:26]([CH:31]([n:32]2[cH:33][n:34][cH:35][c:36]2[I:37])[C:42]([CH3:41])([CH3:43])[OH:44])[cH:27][cH:28][cH:29][cH:30]1)=[O:38])[CH2:39][CH3:40]. Starting materials: C1(CCCC1)CNC(=O)C=1C=CC(=C(C1)C(CC1=C(C=C(C(=O)OC)C=C1)OC)=NO)NC (methyl 4-[2-[5-(N-cyclopentylmethylcarbamoyl)-2-methylaminophenyl]-2-(hydroxyimino)ethyl]-3-methoxybenzoate), C(C)(=O)OC(C)=O (acetic anhydride). Reagents/catalysts: CN(C1=CC=NC=C1)C (4-(dimethylamino)pyridine). Product: C(C)(=O)ON=C(CC1=C(C=C(C(=O)OC)C=C1)OC)C1=C(C=CC(=C1)C(NCC1CCCC1)=O)NC (methyl 4-[2-(acetoxyimino)-2-[5-(N-cyclopentylmethylcarbamoyl)-2-methylaminophenyl]ethyl]-3-methoxybenzoate). Yield: 85.0%. RXN SMILES: [CH:1]1([CH2:6][NH:7][C:8]([C:10]2[CH:11]=[CH:12][C:13]([NH:32][CH3:33])=[C:14]([C:16](=[N:30][OH:31])[CH2:17][C:18]3[CH:27]=[CH:26][C:21]([C:22]([O:24][CH3:25])=[O:23])=[CH:20][C:19]=3[O:28][CH3:29])[CH:15]=2)=[O:9])[CH2:5][CH2:4][CH2:3][CH2:2]1.[C:34](OC(=O)C)(=[O:36])[CH3:35]>CN(C)C1C=CN=CC=1>[C:34]([O:31][N:30]=[C:16]([C:14]1[CH:15]=[C:10]([C:8](=[O:9])[NH:7][CH2:6][CH:1]2[CH2:5][CH2:4][CH2:3][CH2:2]2)[CH:11]=[CH:12][C:13]=1[NH:32][CH3:33])[CH2:17][C:18]1[CH:27]=[CH:26][C:21]([C:22]([O:24][CH3:25])=[O:23])=[CH:20][C:19]=1[O:28][CH3:29])(=[O:36])[CH3:35]. Procedure details: A solution of methyl 4-[2-[5-(N-cyclopentylmethylcarbamoyl)-2-methylaminophenyl]-2-(hydroxyimino)ethyl]-3-methoxybenzoate (79.9 mg), 4-(dimethylamino)pyridine (22 mg), and acetic anhydride (0.17 ml) in dischloromethane (11 ml) was stirred under a nitrogen atmosphere for 15 hours. The solution was diluted with dischloromethane, washed with 5% w/v sodium hydrogen sulfate, water, and brine, then dried (MgSO4), and evaporated to give methyl 4-[2-(acetoxyimino)-2-[5-(N-cyclopentylmethylcarbamoyl)-2-m... Starting materials: C(C)(=O)O (acetic acid), C(CC)=O (propionaldehyde), C1(=CC=CC=C1)C(C=O)C (2-phenylpropan-1-al), [OH-].[Na+] (sodium hydroxide). The solvent is CO (methanol). Reaction conditions: time 1 hour. Yields the product CC(C=O)=CC(C1=CC=CC=C1)C (2,4-dimethyl-4-phenylbut-2-en-1-al). The yield is 34.1%. As a reaction SMILES: [CH:1](=[O:4])[CH2:2][CH3:3].[C:5]1([CH:11]([CH3:14])[CH:12]=O)[CH:10]=[CH:9][CH:8]=[CH:7][CH:6]=1.[OH-].[Na+].C(O)(=O)C>CO>[CH3:3][C:2](=[CH:12][CH:11]([CH3:14])[C:5]1[CH:10]=[CH:9][CH:8]=[CH:7][CH:6]=1)[CH:1]=[O:4] |f:2.3|. Reported procedure: 192 g of propionaldehyde are added dropwise to a solution of 402 g of 2-phenylpropan-1-al and 12 g of sodium hydroxide in 1 l of methanol in the course of 6 hours. Stirring is continued for one hour, after which the mixture is neutralized with glacial acetic acid (pH=6), stirred overnight and evaporated down, the residue is taken up with CH2Cl2 /H2O, and the solution is extracted with CH2Cl2. The organic phase is washed with water, dried over Na2SO4, evaporated down again and distilled to give 1... The reactants are ClC1=CC(=CNC1=O)C(CCC(=O)O)=O (4-(5-Chloro-1,6-dihydro-6-oxopyridin-3-yl)-4-oxobutyric acid), CO (methanol), S(O)(O)(=O)=O (sulfuric acid), CO (methanol). Reaction conditions: temperature 2 celsius. The product is ClC1=CC(=CNC1=O)C(CCC(=O)OC)=O (Methyl 4-(5-Chloro-1,6-dihydro-6-oxopyridin-3-yl)-4-oxobutyrate). RXN SMILES: [Cl:1][C:2]1[C:7](=[O:8])[NH:6][CH:5]=[C:4]([C:9](=[O:15])[CH2:10][CH2:11][C:12]([OH:14])=[O:13])[CH:3]=1.S(=O)(=O)(O)O.[CH3:21]O>>[Cl:1][C:2]1[C:7](=[O:8])[NH:6][CH:5]=[C:4]([C:9](=[O:15])[CH2:10][CH2:11][C:12]([O:14][CH3:21])=[O:13])[CH:3]=1. Procedure: 43 g of 4-(5-chloro-1,6-dihydro-6-oxopyridin-3-yl)-4-oxobutyric acid (crude product, prepared as described in Example 6) was suspended in 730 ml of methanol, and 16 ml of concentrated sulfuric acid was added. The mixture was heated in such a way that approximately 100 ml of methanol distilled off in the course of 4 hours. The reaction mixture which remained was then concentrated to half its volume under reduced pressure and the resulting solution was cooled to 2° C. The product was removed by fi... The reactants are OC1=C(C(OC(=C1)C)=O)S (4-hydroxy-3-mercapto-6-methyl-2-pyrone), ClCC1=CC=C(C=C1)CCl (α,α'-dichloro-p-xylene), Cl (hydrochloric acid). Run in N1=CC=CC=C1 (pyridine). The product is OC1=C(C(OC(=C1)C)=O)SCC1=CC=C(C=C1)CSC=1C(OC(=CC1O)C)=O (α,α'-bis(4-hydroxy-6-methyl-2-oxo-3-pyranylthio)-p-xylene). As a reaction SMILES: [OH:1][C:2]1[CH:7]=[C:6]([CH3:8])[O:5][C:4](=[O:9])[C:3]=1[SH:10].Cl[CH2:12][C:13]1[CH:18]=[CH:17][C:16]([CH2:19]Cl)=[CH:15][CH:14]=1.Cl>N1C=CC=CC=1>[OH:1][C:2]1[CH:7]=[C:6]([CH3:8])[O:5][C:4](=[O:9])[C:3]=1[S:10][CH2:12][C:13]1[CH:18]=[CH:17][C:16]([CH2:19][S:10][C:3]2[C:4](=[O:9])[O:5][C:6]([CH3:8])=[CH:7][C:2]=2[OH:1])=[CH:15][CH:14]=1. Reaction conditions: time 15 hour. Reported procedure: To a stirred solution of 15.8 g. (0.100 mole) of 4-hydroxy-3-mercapto-6-methyl-2-pyrone in 100 ml. of pyridine was added 8.75 g. (0.0500 mole) of α,α'-dichloro-p-xylene in one portion at room temperature. The reaction mixture was allowed to stand at room temperature for 15 hours and then was poured into a mixture of ice and 200 ml. of concentrated hydrochloric acid. The mixture was extracted with methylene chloride, leaving the methylene chloride-insoluble, white solid product behind. This was c... Reactants: COCCOc1cc(N(C)S(=O)(=O)c2nccn2C)c2[nH]c(C(=O)NCC(SCc3ccccc3)C(OC)OC)cc2c1, ClCCl, O=S(=O)(OS(=O)(=O)C(F)(F)F)C(F)(F)F, O, O=P(c1ccccc1)(c1ccccc1)c1ccccc1, CSc1ccccc1. Product: COCCOc1cc(N(C)S(=O)(=O)c2nccn2C)c2[nH]c(C3=NCC(C(OC)OC)S3)cc2c1. As a reaction SMILES: [CH2:36]([c:38]1[cH:39][cH:40][cH:41][cH:42][cH:48]1)[S:43][CH:44]([CH2:45][NH:46][C:47](=[O:37])[c:49]1[nH:50][c:51]2[c:52]([N:63]([S:64](=[O:65])(=[O:66])[c:67]3[n:68]([CH3:72])[cH:69][cH:70][n:71]3)[CH3:73])[cH:53][c:54]([O:58][CH2:59][CH2:60][O:61][CH3:62])[cH:55][c:56]2[cH:57]1)[CH:74]([O:75][CH3:76])[O:77][CH3:78].[Cl:87][CH2:88][Cl:89].[F:21][C:22]([S:23]([O:24][S:25]([C:26]([F:27])([F:28])[F:29])(=[O:30])=[O:31])(=[O:32])=[O:33])([F:34])[F:35].[OH2:90].[c:1]1([P:2](=[O:3])([c:4]2[cH:5][cH:6][cH:7][cH:8][cH:9]2)[c:10]2[cH:11][cH:12][cH:13][cH:14][cH:15]2)[cH:16][cH:17][cH:18][cH:19][cH:20]1.[c:79]1([S:80][CH3:81])[cH:82][cH:83][cH:84][cH:85][cH:86]1>>[S:43]1[CH:44]([CH:74]([O:75][CH3:76])[O:77][CH3:78])[CH2:45][N:46]=[C:47]1[c:49]1[nH:50][c:51]2[c:52]([N:63]([S:64](=[O:65])(=[O:66])[c:67]3[n:68]([CH3:72])[cH:69][cH:70][n:71]3)[CH3:73])[cH:53][c:54]([O:58][CH2:59][CH2:60][O:61][CH3:62])[cH:55][c:56]2[cH:57]1.